Dataset: the Open Reaction Database (ORD), a public repository of structured organic reaction records. Task: describe an organic reaction: reactants, conditions, products, and yield Reactants: [BH4-], CC(=O)c1cc(C)nc2sc(C(N)=O)c(N)c12, CO, [Na+]. Product: Cc1cc(C(C)O)c2c(N)c(C(N)=O)sc2n1. As a reaction SMILES: [BH4-:1].[C:3]([CH3:4])(=[O:5])[c:6]1[c:7]2[c:8]([n:9][c:10]([CH3:12])[cH:11]1)[s:13][c:14]([C:17](=[O:18])[NH2:19])[c:15]2[NH2:16].[CH3:20][OH:21].[Na+:2]>>[CH:3]([CH3:4])([OH:5])[c:6]1[c:7]2[c:8]([n:9][c:10]([CH3:12])[cH:11]1)[s:13][c:14]([C:17](=[O:18])[NH2:19])[c:15]2[NH2:16].